From a dataset of the Open Reaction Database (ORD), a public repository of structured organic reaction records. describe an organic reaction: reactants, conditions, products, and yield The reactants are CSC1=CC=C(C(=O)OCc2ccc([N+](=O)[O-])cc2)N2C(=O)C(C(C)O[Si](C)(C)C(C)(C)C)C2C1, CC(=O)O, CCCC[N+](CCCC)(CCCC)CCCC, CCOC(C)=O, [F-], C1CCOC1. The product is CSC1=CC=C(C(=O)OCc2ccc([N+](=O)[O-])cc2)N2C(=O)C(C(C)O)C2C1. RXN SMILES: [C:1]([Si:2]([CH3:3])([CH3:4])[O:6][CH:7]([CH3:8])[CH:9]1[CH:10]2[CH2:11][C:12]([S:32][CH3:33])=[CH:13][CH:14]=[C:15]([C:19](=[O:20])[O:21][CH2:22][c:23]3[cH:24][cH:25][c:26]([N+:29](=[O:30])[O-:31])[cH:27][cH:28]3)[N:16]2[C:17]1=[O:18])([CH3:5])([CH3:34])[CH3:35].[CH3:36][C:37](=[O:38])[OH:39].[CH3:41][CH2:42][CH2:43][CH2:44][N+:45]([CH2:46][CH2:47][CH2:48][CH3:49])([CH2:50][CH2:51][CH2:52][CH3:53])[CH2:54][CH2:55][CH2:56][CH3:57].[CH3:63][CH2:64][O:65][C:66](=[O:67])[CH3:68].[F-:40].[O:58]1[CH2:59][CH2:60][CH2:61][CH2:62]1>>[OH:6][CH:7]([CH3:8])[CH:9]1[CH:10]2[CH2:11][C:12]([S:32][CH3:33])=[CH:13][CH:14]=[C:15]([C:19](=[O:20])[O:21][CH2:22][c:23]3[cH:24][cH:25][c:26]([N+:29](=[O:30])[O-:31])[cH:27][cH:28]3)[N:16]2[C:17]1=[O:18]. Reactants: COC1=CN=CC(=N1)N1CCNCC1 (1-(6-methoxypyrazinyl)piperazine), C(C)N=C=S (ethylisothiocyanate). Run in CCOCC (ether), CCOCC (ether). Conditions: time 30 minute. Yields the product C(C)NC(=S)N1CCN(CC1)C1=NC(=CN=C1)OC (N-Ethyl-4-(6-methoxy-2-pyrazinyl)-1-piperazinethiocarboxamide). Reaction SMILES: [CH3:1][O:2][C:3]1[N:8]=[C:7]([N:9]2[CH2:14][CH2:13][NH:12][CH2:11][CH2:10]2)[CH:6]=[N:5][CH:4]=1.[CH2:15]([N:17]=[C:18]=[S:19])[CH3:16]>CCOCC>[CH2:15]([NH:17][C:18]([N:12]1[CH2:13][CH2:14][N:9]([C:7]2[CH:6]=[N:5][CH:4]=[C:3]([O:2][CH3:1])[N:8]=2)[CH2:10][CH2:11]1)=[S:19])[CH3:16]. Reported procedure: To a solution of 1.94 g. of 1-(6-methoxypyrazinyl)piperazine in 25 ml. of anhydrous ether is added dropwise a solution of 0.87 g. of ethylisothiocyanate in 25 ml. of anhydrous ether. The mixture is stirred 30 minutes and the solid collected and recrystallized from 80% ethanol, giving 2.27 g. of the desired product as white crystals, m.p. 120°-122° C. Reaction SMILES: C[O:2][C:3](=[O:24])[CH:4]([NH:12][C:13](=[O:23])[C:14]1[CH:19]=[C:18]([Cl:20])[C:17]([Cl:21])=[CH:16][C:15]=1[NH2:22])[CH2:5][C:6]1[CH:11]=[CH:10][CH:9]=[CH:8][CH:7]=1.[N:25]1[S:29][N:28]=[C:27]2[C:30]([S:34](Cl)(=[O:36])=[O:35])=[CH:31][CH:32]=[CH:33][C:26]=12>>[N:25]1[S:29][N:28]=[C:27]2[C:30]([S:34]([NH:22][C:15]3[CH:16]=[C:17]([Cl:21])[C:18]([Cl:20])=[CH:19][C:14]=3[C:13]([NH:12][CH:4]([CH2:5][C:6]3[CH:11]=[CH:10][CH:9]=[CH:8][CH:7]=3)[C:3]([OH:2])=[O:24])=[O:23])(=[O:35])=[O:36])=[CH:31][CH:32]=[CH:33][C:26]=12. Product: N1=C2C(=NS1)C(=CC=C2)S(=O)(=O)NC2=C(C(=O)NC(C(=O)O)CC1=CC=CC=C1)C=C(C(=C2)Cl)Cl (2-[2-(Benzo[1,2,5]thiadiazole-4-sulfonylamino)-4,5-dichloro-benzoylamino]-3-phenyl-propionic acid). Procedure details: This compound was prepared from 2-(2-amino-4,5-dichloro-benzoylamino)-3-phenyl-propionic acid methyl ester and benzo[1,2,5]thiadiazole-4-sulfonyl chloride as in EXAMPLE 2, Parts D and E. HPLC: RT=10.10 min. MS (ESI−): mass calcd. for C22H16Cl2N4O5S2, 551.4; m/z found, 550 [M−H]−. 1H NMR (400 MHz, CDCl3): 11.11 (s, 1H), 8.33 (dd, J=7.1, 0.9, 1H), 8.20 (dd, J=8.8, 0.8, 1H), 7.83 (s, 1H), 7.70 (dd, J=8.8, 7.1, 1H), 7.28 (m, 3H), 7.20 (s, 1H), 7.13 (dd, J=7.4, 1.7, 2H), 6.42 (d, J=7.5, 1H), 5.00 (dd... Reactants: COC(C(CC1=CC=CC=C1)NC(C1=C(C=C(C(=C1)Cl)Cl)N)=O)=O (2-(2-amino-4,5-dichloro-benzoylamino)-3-phenyl-propionic acid methyl ester), N1=C2C(=NS1)C(=CC=C2)S(=O)(=O)Cl (benzo[1,2,5]thiadiazole-4-sulfonyl chloride). Starting materials: COC(=O)c1c(CBr)c(=O)c2ccc(Cl)cc2n1-c1ccccc1, CNC(=O)c1ccc(S(C)(=O)=O)cc1, CN1CCCC1=O, [H-], [Na+]. Product: COC(=O)c1c(CN(C)C(=O)c2ccc(S(C)(=O)=O)cc2)c(=O)c2ccc(Cl)cc2n1-c1ccccc1. As a reaction SMILES: [Br:17][CH2:18][c:19]1[c:20]([C:37](=[O:38])[O:39][CH3:40])[n:21](-[c:31]2[cH:32][cH:33][cH:34][cH:35][cH:36]2)[c:22]2[cH:23][c:24]([Cl:30])[cH:25][cH:26][c:27]2[c:28]1=[O:29].[CH3:1][NH:2][C:3]([c:4]1[cH:5][cH:6][c:7]([S:10](=[O:11])(=[O:12])[CH3:13])[cH:8][cH:9]1)=[O:14].[CH3:41][N:42]1[CH2:43][CH2:44][CH2:45][C:46]1=[O:47].[H-:15].[Na+:16]>>[CH3:1][N:2]([C:3]([c:4]1[cH:5][cH:6][c:7]([S:10](=[O:11])(=[O:12])[CH3:13])[cH:8][cH:9]1)=[O:14])[CH2:18][c:19]1[c:20]([C:37](=[O:38])[O:39][CH3:40])[n:21](-[c:31]2[cH:32][cH:33][cH:34][cH:35][cH:36]2)[c:22]2[cH:23][c:24]([Cl:30])[cH:25][cH:26][c:27]2[c:28]1=[O:29].